This data is from the Open Reaction Database (ORD), a public repository of structured organic reaction records. The task is: describe an organic reaction: reactants, conditions, products, and yield The reactants are CN1C(C2=CC(=CC=C2C=C1C1=CC=C(C=C1)OCC1CO1)OC)=O (2-methyl-3-[4-(2,3-epoxypropoxy)-phenyl]-7-methoxy-isoquinolin-1(2H)-one), C(C)(C)N (isopropylamine). Yields the product CN1C(C2=CC(=CC=C2C=C1C1=CC=C(C=C1)OCC(CNC(C)C)O)OC)=O (2-Methyl-3-[4-(2-hydroxy-3-isopropylamino-propoxy)-phenyl]-7-methoxy-isoquinolin-1(2H)-one). Isolated yield 63.0%. Reaction SMILES: [CH3:1][N:2]1[C:11]([C:12]2[CH:17]=[CH:16][C:15]([O:18][CH2:19][CH:20]3[O:22][CH2:21]3)=[CH:14][CH:13]=2)=[CH:10][C:9]2[C:4](=[CH:5][C:6]([O:23][CH3:24])=[CH:7][CH:8]=2)[C:3]1=[O:25].[CH:26]([NH2:29])([CH3:28])[CH3:27]>>[CH3:1][N:2]1[C:11]([C:12]2[CH:13]=[CH:14][C:15]([O:18][CH2:19][CH:20]([OH:22])[CH2:21][NH:29][CH:26]([CH3:28])[CH3:27])=[CH:16][CH:17]=2)=[CH:10][C:9]2[C:4](=[CH:5][C:6]([O:23][CH3:24])=[CH:7][CH:8]=2)[C:3]1=[O:25]. Procedure details: 2-Methyl-3-[4-(2-hydroxy-3-isopropylamino-propoxy)-phenyl]-7-methoxy-isoquinolin-1(2H)-one was prepared analogous to Example (1b) from 2-methyl-3-[4-(2,3-epoxypropoxy)-phenyl]-7-methoxy-isoquinolin-1(2H)-one and isopropylamine at a reaction temperature of 50° C. Reactants: C(C1=CC=CC=C1)OC1=C(C=CC=C1)C=CC1=CC(=CC=C1)Cl (2-benzyloxy-3'-chlorostilbene), [H][H] (hydrogen), S(=O)(O)[O-].[Na+] (sodium hydrogensulfite), S(=O)(=O)([O-])S(=O)[O-].[Na+].[Na+] (sodium metabisulfite). Reagents/catalysts: C1=CC=C(C=C1)P(C2=CC=CC=C2)C3=CC=CC=C3.C1=CC=C(C=C1)P(C2=CC=CC=C2)C3=CC=CC=C3.C1=CC=C(C=C1)P(C2=CC=CC=C2)C3=CC=CC=C3.[Cl-].[Rh] (tris(triphenylphosphine)rhodium (I) chloride). The solvent is C1=CC=CC=C1 (benzene), C(C)O (ethanol). The product is ClC=1C=C(C=CC1)CCC1=C(C=CC=C1)OCC1=CC=CC=C1 (benzyl 2-[2-(3-chlorophenyl)ethyl]phenyl ether). Yield: 98.5%. RXN SMILES: [CH2:1]([O:8][C:9]1[CH:14]=[CH:13][CH:12]=[CH:11][C:10]=1[CH:15]=[CH:16][C:17]1[CH:22]=[CH:21][CH:20]=[C:19]([Cl:23])[CH:18]=1)[C:2]1[CH:7]=[CH:6][CH:5]=[CH:4][CH:3]=1.[H][H].S([O-])(O)=O.[Na+].S(S([O-])=O)([O-])(=O)=O.[Na+].[Na+]>C1C=CC=CC=1.C(O)C.C1C=CC(P(C2C=CC=CC=2)C2C=CC=CC=2)=CC=1.C1C=CC(P(C2C=CC=CC=2)C2C=CC=CC=2)=CC=1.C1C=CC(P(C2C=CC=CC=2)C2C=CC=CC=2)=CC=1.[Cl-].[Rh]>[Cl:23][C:19]1[CH:18]=[C:17]([CH2:16][CH2:15][C:10]2[CH:11]=[CH:12][CH:13]=[CH:14][C:9]=2[O:8][CH2:1][C:2]2[CH:7]=[CH:6][CH:5]=[CH:4][CH:3]=2)[CH:22]=[CH:21][CH:20]=1 |f:2.3,4.5.6,9.10.11.12.13|. Reported procedure: 5.4 g of this 2-benzyloxy-3'-chlorostilbene were treated with hydrogen in the presence of 300 mg of tris(triphenylphosphine)rhodium (I) chloride in a mixture of 60 ml of benzene and 40 ml ethanol at room temperature for one day. At the end of this time, aqueous sodium hydrogensulfite containing a small amount of sodium metabisulfite was added to the reaction mixture and allowed to react. Insoluble materials were removed by filtration. Ethyl acetate was added to the filtrate, and the mixture was ... RXN SMILES: [CH3:1][C:2]1[C:11]2[O:10][C:9](S)=[CH:8][C:7](=[O:13])[C:6]=2[CH:5]=[CH:4][C:3]=1[O:14][CH2:15][C:16]1[CH:21]=[CH:20][CH:19]=[CH:18][CH:17]=1.[N:22]1[CH:27]=[CH:26][CH:25]=[CH:24][C:23]=1[N:28]1[CH2:33][CH2:32][NH:31][CH2:30][CH2:29]1>CC1C=CC(S(O)(=O)=O)=CC=1.C1(C)C=CC=CC=1>[CH3:1][C:2]1[C:11]2[O:10][C:9]([N:31]3[CH2:32][CH2:33][N:28]([C:23]4[CH:24]=[CH:25][CH:26]=[CH:27][N:22]=4)[CH2:29][CH2:30]3)=[CH:8][C:7](=[O:13])[C:6]=2[CH:5]=[CH:4][C:3]=1[O:14][CH2:15][C:16]1[CH:21]=[CH:20][CH:19]=[CH:18][CH:17]=1. The reagents and catalysts are CC=1C=CC(=CC1)S(=O)(=O)O (TsOH). Yield: 84.5%. The reactants are CC1=C(C=CC=2C(C=C(OC21)S)=O)OCC2=CC=CC=C2 (8-Methyl-7-(phenylmethoxy)-2-mercapto-4H-1-benzopyran-4-one), N1=C(C=CC=C1)N1CCNCC1 (1-(2-pyridyl)piperazine). Procedure: Part B: 8-Methyl-7-(phenylmethoxy)-2-mercapto-4H-1-benzopyran-4-one (2.0 g, 6.7 mmol), 1-(2-pyridyl)piperazine (1.19 g, 7.3 mmol) and TsOH (25 mg) is added to toluene and heated at reflux for 20 hours. The reaction temperature is lowered to room temperature and the toluene removed in vacuo. The resulting dark oil is diluted with EtOAc and the resulting crystals collected on a filter to afford 2.42 g of product. MP 148°-9° C. The solvent is C1(=CC=CC=C1)C (toluene). Product: CC1=C(C=CC=2C(C=C(OC21)N2CCN(CC2)C2=NC=CC=C2)=O)OCC2=CC=CC=C2 (8-methyl-7-(phenylmethoxy) -2-[4-(2-pyridinyl)-1-piperazinyl]-4H-benzopyran-4-one). As a reaction SMILES: [Br:1][C:2]1[CH:3]=[C:4]([C:8]([O:10]C)=[S:9])[S:5][C:6]=1[CH3:7].[OH-].[Na+]>CO.O>[Br:1][C:2]1[CH:3]=[C:4]([C:8]([OH:10])=[S:9])[S:5][C:6]=1[CH3:7] |f:1.2|. Reactants: BrC=1C=C(SC1C)C(=S)OC (methyl 4-bromo-5-methylthiothiophene-2-carboxylate), [OH-].[Na+] (NaOH). Run at time 5 hour. Run in O (H2O), CO (MeOH). Isolated yield 94.9%. The product is BrC=1C=C(SC1C)C(=S)O (4-bromo-5-methylthiothiophene-2-carboxylic acid). Procedure: To 1.0 g (3.7 mmol) of methyl 4-bromo-5-methylthiothiophene-2-carboxylate (as prepared in Example 241, step (a) dissolved in 25 ml of MeOH was added 450 mg of NaOH dissolved in 10 ml of H2O. The reaction was stirred for 5 hours at room temperature, and then the solvents were removed under vacuum. The residue of the reaction was extracted with ethyl acetate (2×50 mL) and 1N HCl. The organic layer was collected, dried (Na2SO4), filtered and concentrated under vacuum to yield 833 mg (89%) of 4-brom... The reactants are Cc1c(C(=O)C2CCCCC2)oc2ccc(OCc3ccccc3)cc12, CO, O. The product is Cc1c(C(O)C2CCCCC2)oc2ccc(OCc3ccccc3)cc12. RXN SMILES: [CH2:1]([c:2]1[cH:3][cH:4][cH:5][cH:6][cH:7]1)[O:8][c:9]1[cH:10][cH:11][c:12]2[c:13]([c:14]([CH3:25])[c:15]([C:17](=[O:18])[CH:19]3[CH2:20][CH2:21][CH2:22][CH2:23][CH2:24]3)[o:16]2)[cH:26]1.[CH3:28][OH:29].[OH2:27]>>[CH2:1]([c:2]1[cH:3][cH:4][cH:5][cH:6][cH:7]1)[O:8][c:9]1[cH:10][cH:11][c:12]2[c:13]([c:14]([CH3:25])[c:15]([CH:17]([OH:18])[CH:19]3[CH2:20][CH2:21][CH2:22][CH2:23][CH2:24]3)[o:16]2)[cH:26]1. The reactants are OC1(CCCCC1)CCN1C(SCC1=O)CC=CC=1C=C(C(=O)O)C=CC1 (3-{3-[3-[2-(1-Hydroxycyclohexyl)ethyl]-4-oxo-2-thiazolidinyl]propenyl}benzoic acid), [H][H] (hydrogen). Reagents/catalysts: [Pd] (Pd on charcoal). Run in C(C)O (ethanol). The product is OC1(CCCCC1)CCN1C(SCC1=O)CCCC=1C=C(C(=O)O)C=CC1 (3-{3-[3-[2-(1-Hydroxycyclohexyl)ethyl]-4-oxo-2-thiazolidinyl]propyl}benzoic Acid). As a reaction SMILES: [OH:1][C:2]1([CH2:8][CH2:9][N:10]2[C:14](=[O:15])[CH2:13][S:12][CH:11]2[CH2:16][CH:17]=[CH:18][C:19]2[CH:20]=[C:21]([CH:25]=[CH:26][CH:27]=2)[C:22]([OH:24])=[O:23])[CH2:7][CH2:6][CH2:5][CH2:4][CH2:3]1.[H][H]>C(O)C.[Pd]>[OH:1][C:2]1([CH2:8][CH2:9][N:10]2[C:14](=[O:15])[CH2:13][S:12][CH:11]2[CH2:16][CH2:17][CH2:18][C:19]2[CH:20]=[C:21]([CH:25]=[CH:26][CH:27]=2)[C:22]([OH:24])=[O:23])[CH2:3][CH2:4][CH2:5][CH2:6][CH2:7]1. Procedure: 3-{3-[3-[2-(1-Hydroxycyclohexyl)ethyl]-4-oxo-2-thiazolidinyl]propenyl}benzoic acid (7.8 g., 0.02 mole) in ethanol (125 ml.) is hydrogenated over 2.5 g. of a 5% Pd on charcoal catalyst at 1 atmosphere pressure and 27° C. When the theoretical amount (0.02 mole) of hydrogen has been absorbed, the catalyst is filtered off, the solvent evaporated, and the residue chromatographed on silica gel with 4% methanol in chloroform as the eluant. The title compound is obtained as a colorless, viscous oil. Starting materials: B, COc1cc(CC#N)ccc1Br, Cl, C1CCOC1. Yields the product COc1cc(CCN)ccc1Br. As a reaction SMILES: [BH3:13].[Br:1][c:2]1[c:3]([O:11][CH3:12])[cH:4][c:5]([CH2:8][C:9]#[N:10])[cH:6][cH:7]1.[ClH:14].[O:15]1[CH2:16][CH2:17][CH2:18][CH2:19]1>>[Br:1][c:2]1[c:3]([O:11][CH3:12])[cH:4][c:5]([CH2:8][CH2:9][NH2:10])[cH:6][cH:7]1. The reactants are C(C)(=O)N1CC(C2=CC(=CC=C12)O)(C)C (1-acetyl-3,3-dimethylindolin-5-ol), C(=O)(O)[O-].[Na+] (NaHCO3). Solvent: Cl (HCl), C1(=CC=CC=C1)C (toluene). Yields the product CC1(CNC2=CC=C(C=C12)O)C (3,3-dimethylindolin-5-ol). The yield is 107.4%. RXN SMILES: C([N:4]1[C:12]2[C:7](=[CH:8][C:9]([OH:13])=[CH:10][CH:11]=2)[C:6]([CH3:15])([CH3:14])[CH2:5]1)(=O)C.C([O-])(O)=O.[Na+]>Cl.C1(C)C=CC=CC=1>[CH3:14][C:6]1([CH3:15])[C:7]2[C:12](=[CH:11][CH:10]=[C:9]([OH:13])[CH:8]=2)[NH:4][CH2:5]1 |f:1.2|. Reported procedure: A solution of 1-acetyl-3,3-dimethylindolin-5-ol (150 mg, 0.73 mmol) in 1.5 mL of 6 M HCl was stirred at 105° C. for 17 h. After the reaction mixture was diluted with toluene, the separated aqueous layer was neutralized by saturated NaHCO3 aqueous solution, and extracted with ethyl acetate. The extract was washed with brine, and dried over MgSO4. After filtration, the filtrate was concentrated in vacuo to obtain crude 3,3-dimethylindolin-5-ol (128 mg). To a solution of the above product in a 1:1 ... The reactants are oxalate salt, FC1=CC=C(C=C1)C(C1CCNCC1)C1=CC=C(C=C1)F (4-[bis(4-fluorophenyl)methyl]piperidine), ClCCCOC1=CC=C(C=C1)S(=O)(=O)C (1-(3-chloropropoxy)-4-(methylsulfonyl)benzene), C(CCC)O (1-butanol), C([O-])([O-])=O.[K+].[K+] (potassium carbonate), [I-].[K+] (potassium iodide). Solvent: C(Cl)(Cl)Cl (chloroform). Product: C(C(=O)O)(=O)O.FC1=CC=C(C=C1)C(C1CCN(CC1)CCCOC1=CC=C(C=C1)S(=O)(=O)C)C1=CC=C(C=C1)F (4[Bis(4-fluorophenyl)methyl]-1-[3-[4-(methylsulfonyl)phenoxy]propyl]piperidine oxalate). The yield is 50.1%. Reaction SMILES: [F:1][C:2]1[CH:7]=[CH:6][C:5]([CH:8]([C:15]2[CH:20]=[CH:19][C:18]([F:21])=[CH:17][CH:16]=2)[CH:9]2[CH2:14][CH2:13][NH:12][CH2:11][CH2:10]2)=[CH:4][CH:3]=1.Cl[CH2:23][CH2:24][CH2:25][O:26][C:27]1[CH:32]=[CH:31][C:30]([S:33]([CH3:36])(=[O:35])=[O:34])=[CH:29][CH:28]=1.[C:37](=[O:40])([O-:39])[O-].[K+].[K+].[I-].[K+].C([OH:49])CCC>C(Cl)(Cl)Cl>[C:27]([OH:26])(=[O:49])[C:37]([OH:39])=[O:40].[F:21][C:18]1[CH:17]=[CH:16][C:15]([CH:8]([C:5]2[CH:6]=[CH:7][C:2]([F:1])=[CH:3][CH:4]=2)[CH:9]2[CH2:14][CH2:13][N:12]([CH2:23][CH2:24][CH2:25][O:26][C:27]3[CH:32]=[CH:31][C:30]([S:33]([CH3:36])(=[O:35])=[O:34])=[CH:29][CH:28]=3)[CH2:11][CH2:10]2)=[CH:20][CH:19]=1 |f:2.3.4,5.6,9.10|. Reported procedure: A mixture of 6.02 g (0.021 mole) of 4-[bis(4-fluorophenyl)methyl]piperidine and 5.22 g (0.021 mole) of 1-(3-chloropropoxy)-4-(methylsulfonyl)benzene in 350 ml of 1-butanol containing potassium carbonate (5.53 g, 0.04 mole) and potassium iodide (0.2 g) was heated overnight at gentle reflux. The reaction was filtered and stripped to dryness. The residue obtained was dissolved in chloroform and extracted with water. The chloroform layer was dried, filtered, and solvent removed to give an oil. The d...